This data is from the Open Reaction Database (ORD), a public repository of structured organic reaction records. The task is: describe an organic reaction: reactants, conditions, products, and yield Reactants: [Cl-].[NH4+] (ammonium chloride), BrC1=NC=CC=C1 (2-bromopyridine), C(CCC)[Li] (n-butyllithium), CN(S(=O)(=O)N1C(=NC=C1)C=O)C (N,N-dimethyl-2-formylimidazole-1-sulfonamide). Solvent: C(C)OCC (diethyl ether), CCCCCC (hexane), O1CCCC1 (tetrahydrofuran), C(C)(=O)OCC (ethyl acetate). Run at time 30 minute. The product is CN(S(=O)(=O)N1C(=NC=C1)C(O)C1=NC=CC=C1)C (N,N-Dimethyl-[2-[(pyridin-2-yl)hydroxymethyl]imidazol-1-yl]-sulfonamide). Yield: 33.5%. RXN SMILES: Br[C:2]1[CH:7]=[CH:6][CH:5]=[CH:4][N:3]=1.C([Li])CCC.[CH3:13][N:14]([CH3:25])[S:15]([N:18]1[CH:22]=[CH:21][N:20]=[C:19]1[CH:23]=[O:24])(=[O:17])=[O:16].[Cl-].[NH4+]>C(OCC)C.C(OCC)(=O)C.O1CCCC1.CCCCCC>[CH3:13][N:14]([CH3:25])[S:15]([N:18]1[CH:22]=[CH:21][N:20]=[C:19]1[CH:23]([C:2]1[CH:7]=[CH:6][CH:5]=[CH:4][N:3]=1)[OH:24])(=[O:16])=[O:17] |f:3.4|. Procedure: To a solution of 4.37 g of 2-bromopyridine in diethyl ether (40 ml) was added 16.5 ml of a 1.6 M hexane solution of n-butyllithium at −78° C. in a nitrogen atmosphere. After stirring for 30 minutes, a tetrahydrofuran solution (20 ml) of 4.34 g of N,N-dimethyl-2-formylimidazole-1-sulfonamide was added thereto. Then the reaction mixture was brought back to room temperature and distributed into ethyl acetate and an aqueous solution of ammonium chloride. The organic layer was extracted and washed su... Reactants: N (ammonia), C(C)(=O)O[C@H]1[C@@H](O[C@@H]([C@H]1OC(C)=O)COC(C)=O)N1C=NC=2C(N[C@H]3C(NC(C3)=O)=O)=NC=NC12 (N6 -[(R)-2,5-dioxo-3-pyrrolidinyl]adenosine 2',3',5'-triacetate). Procedure: Cold ammonia-saturated methanol (7 ml) was added to N6 -[(R)-2,5-dioxo-3-pyrrolidinyl]adenosine 2',3',5'-triacetate (300 mg) and the mixture was allowed to stand in a refrigerator overnight. Next morning it was concentrated under reduced pressure and the residue was subjected to high performance liquid chromatography on silica gel using chloroform-methanol-water (65:35:10) as the eluent to give a first fraction A and a second fraction B. The second fraction was concentrated under reduced pressur... Isolated yield 30.8%. The product is O=C1NC(C[C@H]1NC=1C=2N=CN([C@H]3[C@H](O)[C@H](O)[C@@H](CO)O3)C2N=CN1)=O (N6 -[(R)-2,5-dioxo-3-pyrrolidinyl]adenosine). As a reaction SMILES: N.C([O:5][C@@H:6]1[C@H:10]([O:11]C(=O)C)[C@@H:9]([CH2:15][O:16]C(=O)C)[O:8][C@H:7]1[N:20]1[C:36]2[N:35]=[CH:34][N:33]=[C:24]([NH:25][C@@H:26]3[CH2:30][C:29](=[O:31])[NH:28][C:27]3=[O:32])[C:23]=2[N:22]=[CH:21]1)(=O)C>>[O:32]=[C:27]1[C@H:26]([NH:25][C:24]2[C:23]3[N:22]=[CH:21][N:20]([C:36]=3[N:35]=[CH:34][N:33]=2)[C@@H:7]2[O:8][C@H:9]([CH2:15][OH:16])[C@@H:10]([OH:11])[C@H:6]2[OH:5])[CH2:30][C:29](=[O:31])[NH:28]1. The reactants are 1-(2,5-bistrifuoromethylphenyl)-2-(imidazol-1-yl)ethylamine, C(#N)NC(=S)NC1=C(C=C(C=C1)Cl)Cl (N-cyano-N′-(2,4-dichlorophenyl)thiourea), CN(C)C=O (DMF), ClC1=C(C=CC(=C1)Cl)NC(=NC#N)NC(CN1C=NC=C1)C1=C(C=CC(=C1)C(F)(F)F)C(F)(F)F (N-(2,4-Dichlorophenyl)-N′-[1-(2,5-bistrifluoromethylphenyl)-2-(imidazol-1-yl)-ethyl]-N″-cyanoguanidine), CN(CCCN=C=NCC)C (N-(3-dimethylaminopropyl)-N′-ethylcarbodiimide). Conditions: time 18 hour. The product is ClC1=C(C=CC(=C1)Cl)NC(=NC#N)NCC(N1C=NC=C1)C1=C(C=CC(=C1)C(F)(F)F)C(F)(F)F (N-(2,4-Dichlorophenyl)-N′-[-(2,5-bistrifluoromethylphenyl)-2-(imidazol-N-yl)-ethyl]-N″-cyanoguanidine). RXN SMILES: ClC1C=C(Cl)C=CC=1NC(NC([C:22]1[CH:27]=[C:26]([C:28]([F:31])([F:30])[F:29])[CH:25]=[CH:24][C:23]=1[C:32]([F:35])([F:34])[F:33])CN1C=CN=C1)=NC#N.[C:36]([NH:38][C:39]([NH:41][C:42]1[CH:47]=[CH:46][C:45]([Cl:48])=[CH:44][C:43]=1[Cl:49])=S)#[N:37].CN(C)C[CH2:53][CH2:54][N:55]=[C:56]=[N:57][CH2:58][CH3:59].C[N:62](C=O)C>>[Cl:49][C:43]1[CH:44]=[C:45]([Cl:48])[CH:46]=[CH:47][C:42]=1[NH:41][C:39]([NH:62][CH2:59][CH:58]([C:22]1[CH:27]=[C:26]([C:28]([F:30])([F:29])[F:31])[CH:25]=[CH:24][C:23]=1[C:32]([F:35])([F:33])[F:34])[N:57]1[CH:53]=[CH:54][N:55]=[CH:56]1)=[N:38][C:36]#[N:37]. Procedure: 1-(2,5-Bistrifuoromethylphenyl)-2-(benzimidazol-2-yl)ethylamine. To a stirred solution of 1,1,1,3,3,3-hexamethyldisilazane (2.91 mL, 13.8 mmol, 1.11 equiv) in 13 mL anhydrous THF at 0° C. was added n-butyllithium (5.20 mL of a 2.5 M solution in hexane, 13.0 mmol, 1.05 equiv). After 15 min, 2,5-bistrifluoromethylbenzaldehyde (2.04 g, 8.43 mmol) in anhydrous THF (4 mL) at 0° C. was slowly added, followed by chlorotrimethylsilane (1.73 mL, 1.6 mmol, 1.10 equiv). The mixture was partitioned between ... Starting materials: CC(C)(C)[Si](C)(C)Cl, Cc1ccc(CCO)o1, CCOCC, CN(C)C=O, c1c[nH]cn1. The product is Cc1ccc(CCO[Si](C)(C)C(C)(C)C)o1. Reaction SMILES: [C:15]([CH3:16])([CH3:17])([CH3:18])[Si:19]([CH3:20])([CH3:21])[Cl:22].[CH3:1][c:2]1[cH:3][cH:4][c:5]([CH2:7][CH2:8][OH:9])[o:6]1.[CH3:23][CH2:24][O:25][CH2:26][CH3:27].[O:28]=[CH:29][N:30]([CH3:31])[CH3:32].[nH:10]1[cH:11][cH:12][n:13][cH:14]1>>[CH3:1][c:2]1[cH:3][cH:4][c:5]([CH2:7][CH2:8][O:9][Si:19]([C:15]([CH3:16])([CH3:17])[CH3:18])([CH3:20])[CH3:21])[o:6]1. Reactants: [N-]=[N+]=[N-].[Na+] (sodium azide), [Cl-].[Na+] (sodium chloride), ClC(=O)OCC (ethyl chloroformate), anhydride, C(C)N1C2=CC=CC=C2C=2C3CC(C(C12)CC3)C(=O)O (9-ethyl-1,2,3,4-tetrahydro-1,4-ethanocarbazole-2-carboxylic acid). Run in O (Water), O1CCCC1 (tetrahydrofuran), C(C)N(CC)CC (triethylamine). Conditions: time 3 hour. The product is C(C)N1C2=CC=CC=C2C=2C3CC(C(C12)CC3)C(=O)N=[N+]=[N-] (9-ethyl-2,3,4,9-tetrahydro-1,4-ethano-1H-carbazole-2-carbonyl azide). Isolated yield 91.3%. Reaction SMILES: [CH2:1]([N:3]1[C:15]2[CH:14]3[CH2:16][CH2:17][CH:11]([CH2:12][CH:13]3[C:18](O)=[O:19])[C:10]=2[C:9]2[C:4]1=[CH:5][CH:6]=[CH:7][CH:8]=2)[CH3:2].ClC(OCC)=O.[N-:27]=[N+:28]=[N-:29].[Na+].[Cl-].[Na+]>O1CCCC1.O.C(N(CC)CC)C>[CH2:1]([N:3]1[C:15]2[CH:14]3[CH2:16][CH2:17][CH:11]([CH2:12][CH:13]3[C:18]([N:27]=[N+:28]=[N-:29])=[O:19])[C:10]=2[C:9]2[C:4]1=[CH:5][CH:6]=[CH:7][CH:8]=2)[CH3:2] |f:2.3,4.5|. Procedure details: To a stirred solution of 9-ethyl-1,2,3,4-tetrahydro-1,4-ethanocarbazole-2-carboxylic acid (5.0 g, 0.0186 mole, described in Example 3) in dry tetrahydrofuran (50 ml), under nitrogen at 20°-22° C., triethylamine (11.5 ml) was added, followed by ethyl chloroformate (2.8 ml) at 20° C. After stirring at room temperature for 3 hr, the suspension of mixed anhydride was cooled to -10° C. and treated dropwise with a solution of sodium azide (2.94 g in 10 ml of water). The slurries were stirred for 1 hr ... RXN SMILES: [CH3:1][O:2][c:3]1[cH:4][c:5]2[c:6]([O:15][c:16]3[c:17]([C:24]([CH3:25])=[O:26])[cH:18][c:19]([CH3:23])[c:20]([CH3:22])[cH:21]3)[cH:7][cH:8][n:9][c:10]2[cH:11][c:12]1[O:13][CH3:14].[CH3:61][CH2:62][OH:63].[OH2:60].[S:35]([O-:36])([C:37]([F:38])([F:39])[F:40])(=[O:41])=[O:42].[S:44]([O-:45])([C:46]([F:47])([F:48])[F:49])(=[O:50])=[O:51].[S:52]([O-:53])([C:54]([F:55])([F:56])[F:57])(=[O:58])=[O:59].[Yb+3:43].[n:27]1[c:28]([NH:33][NH2:34])[cH:29][cH:30][cH:31][cH:32]1>>[CH3:1][O:2][c:3]1[cH:4][c:5]2[c:6]([O:15][c:16]3[c:17]([C:24]([CH3:25])=[N:34][NH:33][c:28]4[n:27][cH:32][cH:31][cH:30][cH:29]4)[cH:18][c:19]([CH3:23])[c:20]([CH3:22])[cH:21]3)[cH:7][cH:8][n:9][c:10]2[cH:11][c:12]1[O:13][CH3:14]. Product: COc1cc2nccc(Oc3cc(C)c(C)cc3C(C)=NNc3ccccn3)c2cc1OC. Starting materials: COc1cc2nccc(Oc3cc(C)c(C)cc3C(C)=O)c2cc1OC, CCO, O, O=S(=O)([O-])C(F)(F)F, O=S(=O)([O-])C(F)(F)F, O=S(=O)([O-])C(F)(F)F, [Yb+3], NNc1ccccn1. Reactants: CC(CC(=O)N1C(=O)OCC1Cc1ccccc1)C(F)(F)F, CCc1ccccc1, C1CCOC1, CC(C)[N-]C(C)C, CCCCCCC, CC(=O)O, [Li+], CC(C)(C)OC(=O)N=NC(=O)OC(C)(C)C, C1CCOC1. Yields the product CC(C(C(=O)N1C(=O)OCC1Cc1ccccc1)N(NC(=O)OC(C)(C)C)C(=O)OC(C)(C)C)C(F)(F)F. Reaction SMILES: [CH2:1]([c:2]1[cH:3][cH:4][cH:5][cH:6][cH:7]1)[CH:8]1[N:9]([C:14]([CH2:15][CH:16]([C:17]([F:18])([F:19])[F:20])[CH3:21])=[O:22])[C:10](=[O:13])[O:11][CH2:12]1.[CH2:31]([c:32]1[cH:33][cH:34][cH:35][cH:36][cH:37]1)[CH3:38].[CH2:67]1[O:68][CH2:69][CH2:70][CH2:71]1.[CH3:24][CH:25]([N-:26][CH:27]([CH3:28])[CH3:29])[CH3:30].[CH3:44][CH2:45][CH2:46][CH2:47][CH2:48][CH2:49][CH3:50].[CH3:72][C:73](=[O:74])[OH:75].[Li+:23].[N:51](=[N:52][C:53](=[O:54])[O:55][C:56]([CH3:57])([CH3:58])[CH3:59])[C:60](=[O:61])[O:62][C:63]([CH3:64])([CH3:65])[CH3:66].[O:39]1[CH2:40][CH2:41][CH2:42][CH2:43]1>>[CH2:1]([c:2]1[cH:3][cH:4][cH:5][cH:6][cH:7]1)[CH:8]1[N:9]([C:14]([CH:15]([CH:16]([C:17]([F:18])([F:19])[F:20])[CH3:21])[N:51]([NH:52][C:53](=[O:54])[O:55][C:56]([CH3:57])([CH3:58])[CH3:59])[C:60](=[O:61])[O:62][C:63]([CH3:64])([CH3:65])[CH3:66])=[O:22])[C:10](=[O:13])[O:11][CH2:12]1. Starting materials: C(C)(=O)NC1CN(CC1)C1=NC(=C(C(=O)CC(=O)OCC)C=C1F)NC1=C(C=C(C=C1)F)F (ethyl 2-[6-(3-acetylamino-1-pyrrolidinyl)-2-(2,4-difluorophenylamino)-5-fluoronicotinoyl]acetate), COC(N(C)C)OC (N,N-dimethylformamide dimethylacetal). Run in C1=CC=CC=C1 (benzene). Product: C(C)(=O)NC1CN(CC1)C1=C(C=C2C(C(=CN(C2=N1)C1=C(C=C(C=C1)F)F)C(=O)OCC)=O)F (ethyl 7-(3-acetylamino-1-pyrrolidinyl)-1-(2,4-difluorophenyl)-6-fluoro-1,4-dihydro-4-oxo-1,8-naphthyridine-3-carboxylate). Yield: 88.1%. Reaction SMILES: [C:1]([NH:4][CH:5]1[CH2:9][CH2:8][N:7]([C:10]2[C:23]([F:24])=[CH:22][C:13]([C:14]([CH2:16][C:17]([O:19][CH2:20][CH3:21])=[O:18])=[O:15])=[C:12]([NH:25][C:26]3[CH:31]=[CH:30][C:29]([F:32])=[CH:28][C:27]=3[F:33])[N:11]=2)[CH2:6]1)(=[O:3])[CH3:2].[CH3:34]OC(OC)N(C)C>C1C=CC=CC=1>[C:1]([NH:4][CH:5]1[CH2:9][CH2:8][N:7]([C:10]2[N:11]=[C:12]3[C:13]([C:14](=[O:15])[C:16]([C:17]([O:19][CH2:20][CH3:21])=[O:18])=[CH:34][N:25]3[C:26]3[CH:31]=[CH:30][C:29]([F:32])=[CH:28][C:27]=3[F:33])=[CH:22][C:23]=2[F:24])[CH2:6]1)(=[O:3])[CH3:2]. Reported procedure: In 2 ml of benzene was suspended 200 mg of ethyl 2-[6-(3-acetylamino-1-pyrrolidinyl)-2-(2,4-difluorophenylamino)-5-fluoronicotinoyl]acetate, and 100 mg of N,N-dimethylformamide dimethylacetal was added thereto, after which the resulting mixture was subjected to reaction under reflux for 7 hours. Subsequently, the crystals thus deposited were collected by filtration and washed with 2 ml of dithyl ether to obtain 180 mg (yield 88.1%) of ethyl 7-(3-acetylamino-1-pyrrolidinyl)-1-(2,4-difluorophenyl)... Reactants: BrB(Br)Br, C1=CCCCC1, COc1ccc(-c2n[nH]c3c(C)cccc23)cc1. Yields the product Cc1cccc2c(-c3ccc(O)cc3)n[nH]c12. As a reaction SMILES: [B:19]([Br:20])([Br:21])[Br:22].[CH2:23]1[CH2:24][CH:25]=[CH:26][CH2:27][CH2:28]1.[CH3:1][O:2][c:3]1[cH:4][cH:5][c:6](-[c:9]2[n:10][nH:11][c:12]3[c:13]([CH3:18])[cH:14][cH:15][cH:16][c:17]23)[cH:7][cH:8]1>>[OH:2][c:3]1[cH:4][cH:5][c:6](-[c:9]2[n:10][nH:11][c:12]3[c:13]([CH3:18])[cH:14][cH:15][cH:16][c:17]23)[cH:7][cH:8]1.